Dataset: the Open Reaction Database (ORD), a public repository of structured organic reaction records. Task: describe an organic reaction: reactants, conditions, products, and yield Starting materials: CC=1C=C(C=NC2=CC=C(C=C2)S(N)(=O)=O)C=CC1C (N-(3,4-dimethylbenzylidene)-4-sulfamoylaniline), C[Si](C)(C)C#N (trimethylsilyl cyanide). The product is CC=1C=C(C=CC1C)C(C#N)NC1=CC=C(C=C1)S(N)(=O)=O (α-(3,4-Dimethylphenyl)-α-(4-sulfamoylanilino)acetonitrile), powder. The yield is 91.0%. As a reaction SMILES: [CH3:1][C:2]1[CH:3]=[C:4]([CH:17]=[CH:18][C:19]=1[CH3:20])[CH:5]=[N:6][C:7]1[CH:12]=[CH:11][C:10]([S:13](=[O:16])(=[O:15])[NH2:14])=[CH:9][CH:8]=1.C[Si]([C:25]#[N:26])(C)C>>[CH3:1][C:2]1[CH:3]=[C:4]([CH:5]([NH:6][C:7]2[CH:8]=[CH:9][C:10]([S:13](=[O:16])(=[O:15])[NH2:14])=[CH:11][CH:12]=2)[C:25]#[N:26])[CH:17]=[CH:18][C:19]=1[CH3:20]. Procedure details: Following a procedure similar to that described in Example 1(ii), but using N-(3,4-dimethylbenzylidene)-4-sulfamoylaniline [prepared as described in step (i) above] and trimethylsilyl cyanide as starting materials, the title compound was obtained as a slightly yellow powder (yield 91%). Procedure details: 4-((1R,2R)-2-(tert-butyldimethylsilyloxy)-1-(5-(3-(tert-butyldimethylsilyloxy)phenyl)-1,3,4-oxadiazol-2-yl)propylamino)-2-chloro-3-methylbenzonitrile (intermediate 9c) (226 mg, 0.37 mmol) was deprotected using tetrabutylammonium fluoride (1.0 M solution in THF, 1.5 mL, 1.5 mmol) as described in the preparation of example 7. After column chromatography (80% EtOAc/hexanes) the title compound was isolated as a white solid (140 mg, quant.). 1H NMR (500 MHz, acetone-d6, δ in ppm) 8.87 (br s, 1H), 7.4... The yield is 80.0%. RXN SMILES: [Si]([O:8][C@H:9]([CH3:41])[C@@H:10]([NH:30][C:31]1[CH:38]=[CH:37][C:34]([C:35]#[N:36])=[C:33]([Cl:39])[C:32]=1[CH3:40])[C:11]1[O:12][C:13]([C:16]2[CH:21]=[CH:20][CH:19]=[C:18]([O:22][Si](C(C)(C)C)(C)C)[CH:17]=2)=[N:14][N:15]=1)(C(C)(C)C)(C)C.[F-].C([N+](CCCC)(CCCC)CCCC)CCC>>[Cl:39][C:33]1[C:32]([CH3:40])=[C:31]([NH:30][C@@H:10]([C:11]2[O:12][C:13]([C:16]3[CH:21]=[CH:20][CH:19]=[C:18]([OH:22])[CH:17]=3)=[N:14][N:15]=2)[C@H:9]([OH:8])[CH3:41])[CH:38]=[CH:37][C:34]=1[C:35]#[N:36] |f:1.2|. The reactants are [F-].C(CCC)[N+](CCCC)(CCCC)CCCC (tetrabutylammonium fluoride), [Si](C)(C)(C(C)(C)C)O[C@@H]([C@H](C=1OC(=NN1)C1=CC(=CC=C1)O[Si](C)(C)C(C)(C)C)NC1=C(C(=C(C#N)C=C1)Cl)C)C (4-((1R,2R)-2-(tert-butyldimethylsilyloxy)-1-(5-(3-(tert-butyldimethylsilyloxy)phenyl)-1,3,4-oxadiazol-2-yl)propylamino)-2-chloro-3-methylbenzonitrile), [Si](C)(C)(C(C)(C)C)O[C@@H]([C@H](C=1OC(=NN1)C1=CC(=CC=C1)O[Si](C)(C)C(C)(C)C)NC1=C(C(=C(C#N)C=C1)Cl)C)C (4-((1R,2R)-2-(tert-butyldimethylsilyloxy)-1-(5-(3-(tert-butyldimethylsilyloxy)phenyl)-1,3,4-oxadiazol-2-yl)propylamino)-2-chloro-3-methylbenzonitrile). Yields the product EtOAc hexanes, ClC1=C(C#N)C=CC(=C1C)N[C@H]([C@@H](C)O)C=1OC(=NN1)C1=CC(=CC=C1)O (2-chloro-4-((1R,2R)-2-hydroxy-1-(5-(3-hydroxyphenyl)-1,3,4-oxadiazol-2-yl)propylamino)-3-methylbenzonitrile). The reactants are C(CCCCCCCCC)NC(=O)C1=CC(=CC(=C1)[N+](=O)[O-])C(=O)NCCCCCCCCCC (N,N'-didecyl-5-nitro-1,3-benzenedicarboxamide). Reagents/catalysts: [Pd] (palladium on carbon). Conditions: time 17 hour. The product is NC=1C=C(C=C(C1)C(=O)NCCCCCCCCCC)C(=O)NCCCCCCCCCC (5-amino-N,N'-didecyl-1,3-benzenedicarboxamide). Reaction SMILES: [CH2:1]([NH:11][C:12]([C:14]1[CH:19]=[C:18]([N+:20]([O-])=O)[CH:17]=[C:16]([C:23]([NH:25][CH2:26][CH2:27][CH2:28][CH2:29][CH2:30][CH2:31][CH2:32][CH2:33][CH2:34][CH3:35])=[O:24])[CH:15]=1)=[O:13])[CH2:2][CH2:3][CH2:4][CH2:5][CH2:6][CH2:7][CH2:8][CH2:9][CH3:10]>[Pd].O1CCCC1>[NH2:20][C:18]1[CH:19]=[C:14]([C:12]([NH:11][CH2:1][CH2:2][CH2:3][CH2:4][CH2:5][CH2:6][CH2:7][CH2:8][CH2:9][CH3:10])=[O:13])[CH:15]=[C:16]([C:23]([NH:25][CH2:26][CH2:27][CH2:28][CH2:29][CH2:30][CH2:31][CH2:32][CH2:33][CH2:34][CH3:35])=[O:24])[CH:17]=1. Yield: 77.4%. The solvent is O1CCCC1 (tetrahydrofuran). Procedure: A mixture of 21 g (0.043 mol) of N,N'-didecyl-5-nitro-1,3-benzenedicarboxamide and 7.0 g of 10% palladium on carbon in 250 ml of tetrahydrofuran was shaken under hydrogen pressure (52 psi initially) on a Parr Hydrogenator for 17 hours. The catalyst was removed by filtration and the solvent was removed from the filtrate at reduced pressure to give a solid which was recrystallized from methanol-water to give 15.3 g (77% yield, mp 188°-189°) of 5-amino-N,N'-didecyl-1,3-benzenedicarboxamide.